Task: describe an organic reaction: reactants, conditions, products, and yield. Dataset: the Open Reaction Database (ORD), a public repository of structured organic reaction records The reactants are CN1CCOCC1 (N-Methylmorpholine), Cl.CN(CCCN=C=NCC)C (1-(3-dimethylaminopropyl)-3-ethylcarbodiimide hydrochloride), C(C)(C)(C)OC(=O)NCC(=O)N[C@@H]1C[C@H](N(C1)C(=O)OC(C)(C)C)C(=O)O (trans-4-(N-tert-butoxycarbonylglycylamino)-N-tert-butoxycarbonyl-L-proline), ClC1=C(OC2CCNCC2)C=C(C=C1)C (4-(2-chloro-5-methylphenoxy)piperidine), ON1N=NC2=C1C=CC=C2 (1-hydroxybenzotriazole). Solvent: O1CCCC1 (tetrahydrofuran), CN(C=O)C (N,N-dimethylformamide). Run at time 14 hour. Yields the product C(C)(C)(C)OC(=O)NCC(=O)N[C@@H]1C[C@H](N(C1)C(=O)OC(C)(C)C)C(=O)N1CCC(CC1)OC1=C(C=CC(=C1)C)Cl (1-[trans-4-(N-tert-Butoxycarbonylglycylamino)-N-tert-Butoxycarbonyl-L-Prolyl]-4-(2-Chloro-5-Methylphenoxy)piperidine). Isolated yield 100.6%. As a reaction SMILES: CN1CCOCC1.Cl.CN(C)CCCN=C=NCC.[C:20]([O:24][C:25]([NH:27][CH2:28][C:29]([NH:31][C@H:32]1[CH2:36][N:35]([C:37]([O:39][C:40]([CH3:43])([CH3:42])[CH3:41])=[O:38])[C@H:34]([C:44](O)=[O:45])[CH2:33]1)=[O:30])=[O:26])([CH3:23])([CH3:22])[CH3:21].[Cl:47][C:48]1[CH:60]=[CH:59][C:58]([CH3:61])=[CH:57][C:49]=1[O:50][CH:51]1[CH2:56][CH2:55][NH:54][CH2:53][CH2:52]1.ON1C2C=CC=CC=2N=N1>O1CCCC1.CN(C)C=O>[C:20]([O:24][C:25]([NH:27][CH2:28][C:29]([NH:31][C@H:32]1[CH2:36][N:35]([C:37]([O:39][C:40]([CH3:42])([CH3:43])[CH3:41])=[O:38])[C@H:34]([C:44]([N:54]2[CH2:53][CH2:52][CH:51]([O:50][C:49]3[CH:57]=[C:58]([CH3:61])[CH:59]=[CH:60][C:48]=3[Cl:47])[CH2:56][CH2:55]2)=[O:45])[CH2:33]1)=[O:30])=[O:26])([CH3:22])([CH3:21])[CH3:23] |f:1.2|. Procedure details: N-Methylmorpholine (60 μL) and 1-(3-dimethylaminopropyl)-3-ethylcarbodiimide hydrochloride (94 mg) were added to a solution of trans-4-(N-tert-butoxycarbonylglycylamino)-N-tert-butoxycarbonyl-L-proline (Compound D103 (B), 200 mg), 4-(2-chloro-5-methylphenoxy)piperidine (117 mg) and, 1-hydroxybenzotriazole (70 mg) in tetrahydrofuran (6 mL) and N,N-dimethylformamide (2 mL) at room temperature. After stirring at room temperature for 14 hr, the reaction mixture was partitioned between ethyl acetate ... Starting materials: O1CC(CC1)C(CC)=O (1-(tetrahydrofuran-3-yl)propan-1-one), O1CC(CC1)C(CC)=O (1-(tetrahydrofuran-3-yl)propan-1-one), C[O-].[Na+] (sodium methoxide). Run in C(=O)OCC (ethyl formate). Reaction conditions: time 8 hour. Yields the product CC(C=O)C(C1COCC1)=O (2-Methyl-3-oxo-3-(tetrahydrofuran-3-yl)propanal). The yield is 65.7%. As a reaction SMILES: [O:1]1[CH2:5][CH2:4][CH:3]([C:6](=[O:9])[CH2:7][CH3:8])[CH2:2]1.[CH3:10][O-:11].[Na+]>C(OCC)=O>[CH3:8][CH:7]([C:6](=[O:9])[CH:3]1[CH2:4][CH2:5][O:1][CH2:2]1)[CH:10]=[O:11] |f:1.2|. Procedure details: Into a 100-mL round-bottom flask, was placed 1-(tetrahydrofuran-3-yl)propan-1-one (compound 263.2, 2.5 g, 19.5 mmol), sodium methoxide (1.4 g, 25.9 mmol) and ethyl formate (20 mL). The mixture was stirred overnight at room temperature, then concentrated under reduced pressure. The residue was purified by a silica gel column chromatography with ethyl acetate/petroleum ether (1:20 to 1:5) as eluent to obtain the title compound as a yellow solid (2.0 g, 66%). The reactants are NC=1C=C(OCC(C)=O)C=CC1Cl (1-(3-amino-4-chlorophenoxy)-2-propanone), BrCCCCCBr (1,5-dibromopentane), C(C)N(C(C)C)C(C)C (N-ethyldiisopropylamine). The solvent is C(C)O (ethanol). Product: ClC=1C(=CC2=C(C(=CO2)C)C1)N1CCCCC1 (5-chloro-3-methyl-6-(piperidin-1-yl)-benzofuran). As a reaction SMILES: [NH2:1][C:2]1[CH:3]=[C:4]([CH:10]=[CH:11][C:12]=1[Cl:13])[O:5][CH2:6][C:7](=O)[CH3:8].Br[CH2:15][CH2:16][CH2:17][CH2:18][CH2:19]Br.C(N(C(C)C)C(C)C)C>C(O)C>[Cl:13][C:12]1[C:2]([N:1]2[CH2:19][CH2:18][CH2:17][CH2:16][CH2:15]2)=[CH:3][C:4]2[O:5][CH:6]=[C:7]([CH3:8])[C:10]=2[CH:11]=1. Reported procedure: A mixture of 9.98 g (50 mmole) of 1-(3-amino-4-chlorophenoxy)-2-propanone, 22.9 g (0.10 mole) of 1,5-dibromopentane, 12.9 g (0.10 mole) of N-ethyldiisopropylamine and 60 ml of ethanol is boiled under reflux for 18 hours. The residue obtained after concentration by evaporation in vacuo is taken up in methylene chloride and washed twice with dilute sodium bicarbonate solution. The organic phase is dried, concentrated by evaporation and the crude product is taken up in 250 ml of ethanol, 40 ml of c... The reactants are COC1=C(C=O)C=CC(=C1)C(C(F)(F)F)(C(F)(F)F)O (2-methoxy-4-[2,2,2-trifluoro-1-hydroxy-1-(trifluoromethyl)ethyl]benzaldehyde), C(CC(=O)O)(=O)O (malonic acid), N1CCCCC1 (piperidine). Run in N1=CC=CC=C1 (pyridine). Run at time 1 hour. Yields the product COC1=C(C=CC(=C1)C(C(F)(F)F)(C(F)(F)F)O)C=CC(=O)O (3-{2 -methoxy-4-[2,2,2-trifluoro-1-hydroxy-1-(trifluoromethyl)ethyl]phenyl}-2-propenoic acid). Isolated yield 61.0%. As a reaction SMILES: [CH3:1][O:2][C:3]1[CH:10]=[C:9]([C:11]([OH:20])([C:16]([F:19])([F:18])[F:17])[C:12]([F:15])([F:14])[F:13])[CH:8]=[CH:7][C:4]=1C=O.[C:21](O)(=O)[CH2:22][C:23]([OH:25])=[O:24].N1CCCCC1>N1C=CC=CC=1>[CH3:1][O:2][C:3]1[CH:10]=[C:9]([C:11]([OH:20])([C:12]([F:14])([F:15])[F:13])[C:16]([F:18])([F:17])[F:19])[CH:8]=[CH:7][C:4]=1[CH:21]=[CH:22][C:23]([OH:25])=[O:24]. Procedure: To a solution of 15 g (0.05 mole) 2-methoxy-4-[2,2,2-trifluoro-1-hydroxy-1-(trifluoromethyl)ethyl]benzaldehyde in 50 ml of pyridine are added 11 g (0.11 mole) of malonic acid and 1 g of piperidine. The solution is stirred and gradually heated to 80°. Heating and stirring are continued for 1 hour at 80°. The solution is then heated at reflux for an additional 3 hours, cooled, and evaporated at reduced pressure to obtain a residual oil which is extracted into ether. The resulting ether solution is... Starting materials: CCOC(=O)c1ccccc1-c1ccc(F)cc1Cl, CCO, [Na+], [OH-]. Product: O=C(O)c1ccccc1-c1ccc(F)cc1Cl. RXN SMILES: [CH2:1]([CH3:2])[O:3][C:4](=[O:5])[c:6]1[c:7](-[c:12]2[c:13]([Cl:19])[cH:14][c:15]([F:18])[cH:16][cH:17]2)[cH:8][cH:9][cH:10][cH:11]1.[CH3:22][CH2:23][OH:24].[Na+:21].[OH-:20]>>[O:3]=[C:4]([OH:5])[c:6]1[c:7](-[c:12]2[c:13]([Cl:19])[cH:14][c:15]([F:18])[cH:16][cH:17]2)[cH:8][cH:9][cH:10][cH:11]1.